From a dataset of the Open Reaction Database (ORD), a public repository of structured organic reaction records. describe an organic reaction: reactants, conditions, products, and yield Reactants: BrC=1C(=NC=C(C(=O)NC2=CC=C(C=C2)OC(F)(F)Cl)C1)N1C[C@@H](CC1)O ((R)-5-Bromo-N-(4-(chlorodifluoromethoxy)phenyl)-6-(3-hydroxypyrrolidin-1-yl)nicotinamide), FC1=CC(=C(C#N)C=C1)B1OC(C(O1)(C)C)(C)C (4-fluoro-2-(4,4,5,5-tetramethyl-1,3,2-dioxaborolan-2-yl)benzonitrile), [O-]P(=O)([O-])[O-].[K+].[K+].[K+] (K3PO4). Reagents/catalysts: C1=CC=C(C=C1)P([C-]2C=CC=C2)C3=CC=CC=C3.C1=CC=C(C=C1)P([C-]2C=CC=C2)C3=CC=CC=C3.Cl[Pd]Cl.[Fe+2] (PdCl2(dppf)). Conditions: temperature 120 celsius, time 1.5 hour. Product: ClC(OC1=CC=C(C=C1)NC(C1=CN=C(C(=C1)C1=C(C=CC(=C1)F)C#N)N1C[C@@H](CC1)O)=O)(F)F ((R)—N-(4-(Chlorodifluoromethoxy)phenyl)-5-(2-cyano-5-fluorophenyl)-6-(3-hydroxypyrrolidin-1-yl)nicotinamide). RXN SMILES: Br[C:2]1[C:3]([N:22]2[CH2:26][CH2:25][C@@H:24]([OH:27])[CH2:23]2)=[N:4][CH:5]=[C:6]([CH:21]=1)[C:7]([NH:9][C:10]1[CH:15]=[CH:14][C:13]([O:16][C:17]([Cl:20])([F:19])[F:18])=[CH:12][CH:11]=1)=[O:8].[F:28][C:29]1[CH:36]=[CH:35][C:32]([C:33]#[N:34])=[C:31](B2OC(C)(C)C(C)(C)O2)[CH:30]=1.[O-]P([O-])([O-])=O.[K+].[K+].[K+]>C1C=CC(P(C2C=CC=CC=2)[C-]2C=CC=C2)=CC=1.C1C=CC(P(C2C=CC=CC=2)[C-]2C=CC=C2)=CC=1.Cl[Pd]Cl.[Fe+2]>[Cl:20][C:17]([F:19])([F:18])[O:16][C:13]1[CH:14]=[CH:15][C:10]([NH:9][C:7](=[O:8])[C:6]2[CH:21]=[C:2]([C:35]3[CH:36]=[C:29]([F:28])[CH:30]=[CH:31][C:32]=3[C:33]#[N:34])[C:3]([N:22]3[CH2:26][CH2:25][C@@H:24]([OH:27])[CH2:23]3)=[N:4][CH:5]=2)=[CH:11][CH:12]=1 |f:2.3.4.5,6.7.8.9|. Procedure details: (R)-5-Bromo-N-(4-(chlorodifluoromethoxy)phenyl)-6-(3-hydroxypyrrolidin-1-yl)nicotinamide (Stage 171.1, 50 mg, 0.108 mmol), 4-fluoro-2-(4,4,5,5-tetramethyl-1,3,2-dioxaborolan-2-yl)benzonitrile (32 mg, 0.130 mmol), PdCl2(dppf) (7.91 mg, 10.81 μmol) and K3PO4 (68.8 mg, 0.324 mmol) were added to a vial and flushed with argon. Dioxane (1 mL) was added and the mixture was stirred at 120° C. for 1.5 h. The solvent was evaporated off under reduced pressure and the crude product was purified by preparati... The yield is 57.5%. Yields the product C(C)(C)(C)OC(=O)C1=C(SC=2CN(C(CC21)CNC(C(=O)C2=CNC1=CC=CC=C21)=O)CC2=CC=C(C=C2)OC)NC(C(=O)OC(C)(C)C)=O (2-(tert-butyoxyoxalyl-amino)-5-((2-(1H-indol-3-yl)-2-oxo-acetylamino)methyl)-6-(4-methoxy-benzyl)-4,5,6,7-tetrahydro-thieno[2,3-c]pyridine-3-carboxylic acid tert-butyl ester). Run in ClCCl (dichloromethane). The reactants are C(C)(C)(C)OC(=O)C1=C(SC=2CN(C(CC21)CNC(C(=O)C2=CNC1=CC=CC=C21)=O)CC2=CC=C(C=C2)OC)N (2-amino-5-((2-(1H-indol-3-yl)-2-oxo-acetylamino)methyl)-6-(4-methoxy-benzyl)-4,5,6,7-tetrahydro-thieno[2,3-c]pyridine-3-carboxylic acid tert-butyl ester), C(C)(C)(C)OC(C(=O)N1C=NC=C1)=O (imidazol-1-yl-oxo-acetic acid tert-butyl ester), C(C)(C)(C)OC(C(=O)N1C=NC=C1)=O (imidazol-1-yl-oxo-acetic acid tert-butyl ester). Reported procedure: To a solution of 2-amino-5-((2-(1H-indol-3-yl)-2-oxo-acetylamino)methyl)-6-(4-methoxy-benzyl)-4,5,6,7-tetrahydro-thieno[2,3-c]pyridine-3-carboxylic acid tert-butyl ester (143 mg, 0.25 mmol) in dichloromethane (5 ml) was added imidazol-1-yl-oxo-acetic acid tert-butyl ester (144 mg, 0.75 mmol) and the flask was purged with nitrogen. After 24 hours an additional portion of imidazol-1-yl-oxo-acetic acid tert-butyl ester (169 mg, 0.86 mmol) was added and the reaction mixture allowed stirred for an ad... Conditions: time 24 hour. RXN SMILES: [C:1]([O:5][C:6]([C:8]1[C:16]2[CH2:15][CH:14]([CH2:17][NH:18][C:19](=[O:31])[C:20]([C:22]3[C:30]4[C:25](=[CH:26][CH:27]=[CH:28][CH:29]=4)[NH:24][CH:23]=3)=[O:21])[N:13]([CH2:32][C:33]3[CH:38]=[CH:37][C:36]([O:39][CH3:40])=[CH:35][CH:34]=3)[CH2:12][C:11]=2[S:10][C:9]=1[NH2:41])=[O:7])([CH3:4])([CH3:3])[CH3:2].[C:42]([O:46][C:47](=[O:55])[C:48](N1C=CN=C1)=[O:49])([CH3:45])([CH3:44])[CH3:43]>ClCCl>[C:1]([O:5][C:6]([C:8]1[C:16]2[CH2:15][CH:14]([CH2:17][NH:18][C:19](=[O:31])[C:20]([C:22]3[C:30]4[C:25](=[CH:26][CH:27]=[CH:28][CH:29]=4)[NH:24][CH:23]=3)=[O:21])[N:13]([CH2:32][C:33]3[CH:38]=[CH:37][C:36]([O:39][CH3:40])=[CH:35][CH:34]=3)[CH2:12][C:11]=2[S:10][C:9]=1[NH:41][C:48](=[O:49])[C:47]([O:46][C:42]([CH3:45])([CH3:44])[CH3:43])=[O:55])=[O:7])([CH3:4])([CH3:3])[CH3:2]. Starting materials: O (water), ClC1=CC(=NC=N1)OC1=CC=C(C=C1)NC(=O)NC1=CC=CC=C1 (N-(4-(6-Chloropyrimidin-4-yloxy)phenyl)-N′-phenylurea), COC=1C=C(N)C=C(C1OC)OC (3,4,5-trimethoxyaniline), C(C)(=O)OCC (ethyl acetate), C(C)(=O)OCC (ethyl acetate). The solvent is CCCCCC (hexane), CN1C(CCC1)=O (1-methylpyrrolidone). Product: Cl.C1(=CC=CC=C1)NC(=O)NC1=CC=C(C=C1)OC1=NC=NC(=C1)NC1=CC(=C(C(=C1)OC)OC)OC (N-Phenyl-N′-(4-(6-(3,4,5-trimethoxyphenylamino)pyrimidin-4-yloxy)phenyl)urea hydrochloride). Yield: 47.5%. As a reaction SMILES: [Cl:1][C:2]1[N:7]=[CH:6][N:5]=[C:4]([O:8][C:9]2[CH:14]=[CH:13][C:12]([NH:15][C:16]([NH:18][C:19]3[CH:24]=[CH:23][CH:22]=[CH:21][CH:20]=3)=[O:17])=[CH:11][CH:10]=2)[CH:3]=1.[CH3:25][O:26][C:27]1[CH:28]=[C:29]([CH:31]=[C:32]([O:36][CH3:37])[C:33]=1[O:34][CH3:35])[NH2:30].C(OCC)(=O)C.O>CN1CCCC1=O.CCCCCC>[ClH:1].[C:19]1([NH:18][C:16]([NH:15][C:12]2[CH:13]=[CH:14][C:9]([O:8][C:4]3[CH:3]=[C:2]([NH:30][C:29]4[CH:31]=[C:32]([O:36][CH3:37])[C:33]([O:34][CH3:35])=[C:27]([O:26][CH3:25])[CH:28]=4)[N:7]=[CH:6][N:5]=3)=[CH:10][CH:11]=2)=[O:17])[CH:24]=[CH:23][CH:22]=[CH:21][CH:20]=1 |f:6.7|. Procedure: N-(4-(6-Chloropyrimidin-4-yloxy)phenyl)-N′-phenylurea (68.0 mg, 0.200 mmol) and 3,4,5-trimethoxyaniline (183 mg, 1.00 mmol) were heated and stirred in 1-methylpyrrolidone (1 ml) at 150° C. for 2 hours. The reaction solution was distributed between ethyl acetate and water, the organic layer was washed with saturated aqueous sodium bicarbonate, water and saturated saline and dried over anhydrous magnesium sulfate, the drying agent was filtered off and the filtrate was distilled off under reduced p...